Dataset: the Open Reaction Database (ORD), a public repository of structured organic reaction records. Task: describe an organic reaction: reactants, conditions, products, and yield Procedure details: A solution of 192 mg of (3S,5S)-3-isopropyl-5-[(S)-1-(2-nitrobenzenesulfonyl)aziridin-2-yl]dihydrofuran-2-one obtained in Example (1g) (0.54 mmol) and 181 mg of 1-(2-chlorophenyl)-5,5-dimethylpiperazin-2-one obtained in Example (1k) (0.76 mmol) in toluene (7 ml) was stirred at 110° C. for 1.5 hours. After cooling, the reaction mixture was concentrated under reduced pressure, and the residue was purified by silica gel column chromatography (elution solvent: methylene chloride/ethyl acetate=5/1) t... RXN SMILES: [CH:1]([C@@H:4]1[CH2:8][C@@H:7]([CH:9]2[CH2:11][N@@:10]2[S:12]([C:15]2[CH:20]=[CH:19][CH:18]=[CH:17][C:16]=2[N+:21]([O-:23])=[O:22])(=[O:14])=[O:13])[O:6][C:5]1=[O:24])([CH3:3])[CH3:2].[Cl:25][C:26]1[CH:31]=[CH:30][CH:29]=[CH:28][C:27]=1[N:32]1[CH2:37][C:36]([CH3:39])([CH3:38])[NH:35][CH2:34][C:33]1=[O:40]>C1(C)C=CC=CC=1>[Cl:25][C:26]1[CH:31]=[CH:30][CH:29]=[CH:28][C:27]=1[N:32]1[C:33](=[O:40])[CH2:34][N:35]([CH2:11][C@H:9]([NH:10][S:12]([C:15]2[CH:20]=[CH:19][CH:18]=[CH:17][C:16]=2[N+:21]([O-:23])=[O:22])(=[O:14])=[O:13])[C@@H:7]2[CH2:8][C@@H:4]([CH:1]([CH3:3])[CH3:2])[C:5](=[O:24])[O:6]2)[C:36]([CH3:39])([CH3:38])[CH2:37]1. The yield is 93.4%. The solvent is C1(=CC=CC=C1)C (toluene). The reactants are C(C)(C)[C@H]1C(O[C@@H](C1)C1[N@](C1)S(=O)(=O)C1=C(C=CC=C1)[N+](=O)[O-])=O ((3S,5S)-3-Isopropyl-5-[(S)-1-(2-nitrobenzenesulfonyl)aziridin-2-yl]dihydrofuran-2-one), ClC1=C(C=CC=C1)N1C(CNC(C1)(C)C)=O (1-(2-Chlorophenyl)-5,5-dimethylpiperazin-2-one). Product: ClC1=C(C=CC=C1)N1CC(N(CC1=O)C[C@@H]([C@H]1OC([C@@H](C1)C(C)C)=O)NS(=O)(=O)C1=C(C=CC=C1)[N+](=O)[O-])(C)C (N-{(S)-2-[4-(2-Chlorophenyl)-2,2-dimethyl-5-oxopiperazin-1-yl]-1-[(2S,4S)-4-isopropyl-5-oxotetrahydrofuran-2-yl]ethyl}-2-nitrobenzenesulfonamide). Starting materials: C(CC(O)(C(=O)O)CC(=O)O)(=O)O (citric acid), N[C@H](C)C(=O)O (D-alanine), C(=O)([O-])[O-].[K+].[K+] (K2CO3). The solvent is O (water), CO (MeOH), O (water), CO (MeOH). Conditions: time 23 hour. The product is C(C)(C)(C)OC(=O)N[C@@H](C(=O)O)C ((R)-2-tert-butoxycarbonylamino-propionic acid). As a reaction SMILES: [NH2:1][C@@H:2]([C:4]([OH:6])=[O:5])[CH3:3].[C:7]([O-:10])([O-])=[O:8].[K+].[K+].C(O)(=O)[CH2:14][C:15]([CH2:20]C(O)=O)([C:17](O)=O)O>O.CO>[C:15]([O:10][C:7]([NH:1][C@H:2]([CH3:3])[C:4]([OH:6])=[O:5])=[O:8])([CH3:20])([CH3:17])[CH3:14] |f:1.2.3|. Reported procedure: To a suspension of D-alanine (1 g, 11.22 mmol) in water (5.6 mL)/MeOH (2.80 mL) (2:1) K2CO3 (1.55 g, 11.22 mmol) was added at 0-5° C., followed by a solution of Boc2OO (2.61 mL, 11.22 mmol) in MeOH (2.80 mL) over 5 min. The resulting suspension was stirred for 23 h at rt. The reaction mixture was poured into water and acidified to pH=3 with aqueous citric acid solution. The white cloudy solution was extracted with DCM (3×). Organic layers were combined, washed with brine, dried over MgSO4, filte... The reactants are COC(=O)CC1(c2ccc(NC(=O)Cc3ccc4nc(Nc5ccccc5C)oc4c3)cc2)CCOCC1, CCO, [Na+], [OH-]. Product: Cc1ccccc1Nc1nc2ccc(CC(=O)Nc3ccc(C4(CC(=O)O)CCOCC4)cc3)cc2o1. RXN SMILES: [CH3:1][O:2][C:3]([CH2:4][C:5]1([c:11]2[cH:12][cH:13][c:14]([NH:17][C:18]([CH2:19][c:20]3[cH:21][c:22]4[c:23]([n:24][c:25]([NH:27][c:28]5[c:29]([CH3:34])[cH:30][cH:31][cH:32][cH:33]5)[o:26]4)[cH:35][cH:36]3)=[O:37])[cH:15][cH:16]2)[CH2:6][CH2:7][O:8][CH2:9][CH2:10]1)=[O:38].[CH3:41][CH2:42][OH:43].[Na+:40].[OH-:39]>>[O:2]=[C:3]([CH2:4][C:5]1([c:11]2[cH:12][cH:13][c:14]([NH:17][C:18]([CH2:19][c:20]3[cH:21][c:22]4[c:23]([n:24][c:25]([NH:27][c:28]5[c:29]([CH3:34])[cH:30][cH:31][cH:32][cH:33]5)[o:26]4)[cH:35][cH:36]3)=[O:37])[cH:15][cH:16]2)[CH2:6][CH2:7][O:8][CH2:9][CH2:10]1)[OH:38]. Starting materials: COc1cncnc1N1CCN(CCCc2c[nH]c3ccc(O)cc23)CC1, CN=C=O, ClCCl. The product is CNC(=O)Oc1ccc2[nH]cc(CCCN3CCN(c4ncncc4OC)CC3)c2c1. RXN SMILES: [CH3:1][O:2][c:3]1[c:4]([N:9]2[CH2:10][CH2:11][N:12]([CH2:15][CH2:16][CH2:17][c:18]3[cH:19][nH:20][c:21]4[cH:22][cH:23][c:24]([OH:27])[cH:25][c:26]34)[CH2:13][CH2:14]2)[n:5][cH:6][n:7][cH:8]1.[CH3:28][N:29]=[C:30]=[O:31].[Cl:32][CH2:33][Cl:34]>>[CH3:1][O:2][c:3]1[c:4]([N:9]2[CH2:10][CH2:11][N:12]([CH2:15][CH2:16][CH2:17][c:18]3[cH:19][nH:20][c:21]4[cH:22][cH:23][c:24]([O:27][C:30]([NH:29][CH3:28])=[O:31])[cH:25][c:26]34)[CH2:13][CH2:14]2)[n:5][cH:6][n:7][cH:8]1. The reactants are [Br-], CC(=O)c1ccc2c(c1)Cc1ccccc1-2, CCOC(C)=O, ClC(Cl)Cl. Product: O=C(CBr)c1ccc2c(c1)Cc1ccccc1-2. RXN SMILES: [Br-:1].[C:8]([CH3:9])(=[O:10])[c:11]1[cH:12][c:13]2[c:21]([cH:22][cH:23]1)-[c:20]1[c:15]([cH:16][cH:17][cH:18][cH:19]1)[CH2:14]2.[CH3:2][CH2:3][O:4][C:5](=[O:6])[CH3:7].[CH:24]([Cl:25])([Cl:26])[Cl:27]>>[Br:1][CH2:9][C:8](=[O:10])[c:11]1[cH:12][c:13]2[c:21]([cH:22][cH:23]1)-[c:20]1[c:15]([cH:16][cH:17][cH:18][cH:19]1)[CH2:14]2.